From a dataset of the Open Reaction Database (ORD), a public repository of structured organic reaction records. describe an organic reaction: reactants, conditions, products, and yield Reaction conditions: time 8 hour. As a reaction SMILES: [CH3:1][O:2][C:3]1[CH:29]=[CH:28][C:6]2[NH:7][C:8](=[O:27])[N:9]([CH:12]3[CH2:17][CH2:16][N:15]([C:18]4[CH:23]=[C:22]([C:24](O)=[O:25])[CH:21]=[CH:20][N:19]=4)[CH2:14][CH2:13]3)[CH2:10][CH2:11][C:5]=2[CH:4]=1.[NH:30]1[C:40]2[C:41]3[CH:32]([CH2:33][C:34](=[O:42])[NH:35][C:36]=3[CH:37]=[CH:38][CH:39]=2)[CH2:31]1.CN(C(ON1N=NC2C=CC=CC1=2)=[N+](C)C)C.[B-](F)(F)(F)F>CN(C=O)C>[CH3:1][O:2][C:3]1[CH:29]=[CH:28][C:6]2[NH:7][C:8](=[O:27])[N:9]([CH:12]3[CH2:17][CH2:16][N:15]([C:18]4[CH:23]=[C:22]([C:24]([N:30]5[C:40]6[C:41]7[CH:32]([CH2:33][C:34](=[O:42])[NH:35][C:36]=7[CH:37]=[CH:38][CH:39]=6)[CH2:31]5)=[O:25])[CH:21]=[CH:20][N:19]=4)[CH2:14][CH2:13]3)[CH2:10][CH2:11][C:5]=2[CH:4]=1 |f:2.3|. Solvent: CN(C)C=O (DMF). Procedure: 67 mg (0.17 mmol) 4-(7-methoxy-2-oxo-1,2,4,5-tetrahydro-benzo[d][1,3]diazepin-3-yl)-3,4,5,6-tetrahydro-2H-[1,2′]bipyridinyl-4′-carboxylic acid and 30 mg (0.17 mmol) 1,2,2a,5-tetrahydro-3H-pyrrolo[4,3,2-de]quinolin-4-one in 56 μL (0.40 mmol) TEA and 1.8 mL DMF were combined with 58 mg (0.18 mmol) TBTU and stirred overnight at RT. Then the reaction mixture was purified by preparative HPLC-MS. The product-containing fractions were combined and freeze-dried. Starting materials: COC1=CC2=C(NC(N(CC2)C2CCN(CC2)C2=NC=CC(=C2)C(=O)O)=O)C=C1 (4-(7-methoxy-2-oxo-1,2,4,5-tetrahydro-benzo[d][1,3]diazepin-3-yl)-3,4,5,6-tetrahydro-2H-[1,2′]bipyridinyl-4′-carboxylic acid), CN(C)C(=[N+](C)C)ON1C2=C(C=CC=C2)N=N1.[B-](F)(F)(F)F (TBTU), N1CC2CC(NC=3C=CC=C1C23)=O (1,2,2a,5-tetrahydro-3H-pyrrolo[4,3,2-de]quinolin-4-one), TEA. Product: COC1=CC2=C(NC(N(CC2)C2CCN(CC2)C2=NC=CC(=C2)C(=O)N2CC3CC(NC=4C=CC=C2C34)=O)=O)C=C1 (1-[4-(7-methoxy-2-oxo-1,2,4,5-tetrahydro-benzo[d][1,3]diazepin-3-yl)-3,4,5,6-tetrahydro-2H-[1,2′]bipyridinyl-4′-carbonyl]-1,2,2a,5-tetrahydro-3H-pyrrolo[4,3,2-de]quinolin-4-one).